Dataset: the Open Reaction Database (ORD), a public repository of structured organic reaction records. Task: describe an organic reaction: reactants, conditions, products, and yield The reactants are [OH-].[Na+] (NaOH), OO (H2O2), C(=O)([O-])[O-].[K+].[K+] (K2CO3), ClC1=C(C=CC(=C1)Cl)C1=CC=C(C=C1)[C@@H](CCCC=C)O ((R)-1-(2′,4′-dichloro-biphenyl-4-yl)-hex-5-en-1-ol), B(F)(F)F.CCOCC (BF3.OEt2). Run in O (water), [BH4-].[Na+] (NaBH4), COCCOCCOC (diglyme), COCCOCCOC (diglyme). Conditions: time 1 hour. The product is ClC1=C(C=CC(=C1)Cl)C1=CC=C(C=C1)[C@@H](CCCCCO)O ((R)-1-(2′,4′-Dichloro-biphenyl-4-yl)-hexane-1,6-diol). RXN SMILES: [Cl:1][C:2]1[CH:7]=[C:6]([Cl:8])[CH:5]=[CH:4][C:3]=1[C:9]1[CH:14]=[CH:13][C:12]([C@H:15]([OH:21])[CH2:16][CH2:17][CH2:18][CH:19]=[CH2:20])=[CH:11][CH:10]=1.B(F)(F)F.CC[O:28]CC.[OH-].[Na+].OO.C([O-])([O-])=O.[K+].[K+]>[BH4-].[Na+].COCCOCCOC.O>[Cl:1][C:2]1[CH:7]=[C:6]([Cl:8])[CH:5]=[CH:4][C:3]=1[C:9]1[CH:14]=[CH:13][C:12]([C@H:15]([OH:21])[CH2:16][CH2:17][CH2:18][CH2:19][CH2:20][OH:28])=[CH:11][CH:10]=1 |f:1.2,3.4,6.7.8,9.10|. Procedure: Impure (R)-1-(2′,4′-dichloro-biphenyl-4-yl)-hex-5-en-1-ol (1 g) was dissolved in 0.5 M NaBH4 in diglyme (9 mL) and chilled in an ice bath. BF3.OEt2 (1 mL) in diglyme (4 mL) was added with vigorous stirring. Stirring was continued for 1 hour and water (1 mL) was added. 3 M NaOH (2 mL) was added followed by 30% H2O2 (3 mL). Anhydrous K2CO3 (5 g) was added and the solvent was decanted. The K2CO3 was washed with ethyl acetate and the combined organics were dried (Na2SO4) and evaporated. Distillation... Reactants: ClCC(=O)N1C2=C(NC(C3=C1C=CC=C3)=O)C=CC=N2 (11-(chloroacetyl)-5,11-dihydro-6H-pyrido[2,3-b][1,4]-benzodiazepin-6-one), C(C)(=O)CNCCCC1CNCCC1 (3-[3-[(acetyl)methylamino]-propyl]piperidine). The product is C(C)(=O)CNCCCC1CN(CCC1)CC(=O)N1C2=C(NC(C3=C1C=CC=C3)=O)C=CC=N2 (5,11-Dihydro-11-[[3-[3-[(acetyl)methylamino]propyl]-1-piperidinyl]acetyl]-6H-pyrido[2,3-b][1,4]benzodiazepin-6-one). Reaction SMILES: Cl[CH2:2][C:3]([N:5]1[C:11]2[CH:12]=[CH:13][CH:14]=[CH:15][C:10]=2[C:9](=[O:16])[NH:8][C:7]2[CH:17]=[CH:18][CH:19]=[N:20][C:6]1=2)=[O:4].[C:21]([CH2:24][NH:25][CH2:26][CH2:27][CH2:28][CH:29]1[CH2:34][CH2:33][CH2:32][NH:31][CH2:30]1)(=[O:23])[CH3:22]>>[C:21]([CH2:24][NH:25][CH2:26][CH2:27][CH2:28][CH:29]1[CH2:34][CH2:33][CH2:32][N:31]([CH2:2][C:3]([N:5]2[C:11]3[CH:12]=[CH:13][CH:14]=[CH:15][C:10]=3[C:9](=[O:16])[NH:8][C:7]3[CH:17]=[CH:18][CH:19]=[N:20][C:6]2=3)=[O:4])[CH2:30]1)(=[O:23])[CH3:22]. Procedure: Prepared analogously to Example 8 from 11-(chloroacetyl)-5,11-dihydro-6H-pyrido[2,3-b][1,4]-benzodiazepin-6-one and 3-[3-[(acetyl)methylamino]-propyl]piperidine. Purification is carried out by chromatography on silica gel (Baker) using methylene chloride to which increasing amounts of methanol are added. Reaction SMILES: P(Cl)(Cl)(Cl)(Cl)[Cl:2].[Cl:7][C:8]1[CH:13]=[CH:12][CH:11]=[CH:10][C:9]=1[CH2:14][CH2:15][N:16]([CH3:20])[CH2:17][CH2:18]O>C(Cl)Cl>[ClH:2].[Cl:7][C:8]1[CH:13]=[CH:12][CH:11]=[CH:10][C:9]=1[CH2:14][CH2:15][N:16]([CH2:17][CH2:18][Cl:2])[CH3:20] |f:3.4|. Reported procedure: A suspension of 36 g. (0.173 mol) of phosphorous pentachloride in 300 ml. of methylene chloride was treated dropwise with a solution of 37 g. (0.173 mol) of the 2-[[2-(2-chlorophenyl)ethyl]methylamino]ethanol in 150 ml. of methylene chloride. After addition was complete, the mixture was refluxed overnight, evaporated to dryness and partitioned between dilute hydrochloric acid and ether. The aqueous layer was made basic with 10% sodium hydroxide and extracted well with ether. The ether extracts w... Solvent: C(Cl)Cl (methylene chloride), C(Cl)Cl (methylene chloride). Reactants: P(Cl)(Cl)(Cl)(Cl)Cl (phosphorous pentachloride), ClC1=C(C=CC=C1)CCN(CCO)C (2-[[2-(2-chlorophenyl)ethyl]methylamino]ethanol). The product is Cl.ClC1=C(C=CC=C1)CCN(C)CCCl (2-chloro-N-(2-chloroethyl)-N-methylbenzene ethanamine hydrochloride). Reactants: COc1ccc(COC(C(=O)OCc2cccnc2)C(C)(C)COS(=O)(=O)CCCCl)cc1, N#CC1=C(C#N)C(=O)C(Cl)=C(Cl)C1=O, ClCCl, O. The product is CC(C)(COS(=O)(=O)CCCCl)C(O)C(=O)OCc1cccnc1. Reaction SMILES: [Cl:1][CH2:2][CH2:3][CH2:4][S:5](=[O:6])(=[O:7])[O:8][CH2:9][C:10]([CH:11]([C:12](=[O:13])[O:14][CH2:15][c:16]1[cH:17][n:18][cH:19][cH:20][cH:21]1)[O:22][CH2:23][c:24]1[cH:25][cH:26][c:27]([O:28][CH3:29])[cH:30][cH:31]1)([CH3:32])[CH3:33].[Cl:34][C:35]1=[C:46]([Cl:47])[C:44](=[O:45])[C:41]([C:42]#[N:43])=[C:38]([C:39]#[N:40])[C:36]1=[O:37].[Cl:48][CH2:49][Cl:50].[OH2:51]>>[Cl:1][CH2:2][CH2:3][CH2:4][S:5](=[O:6])(=[O:7])[O:8][CH2:9][C:10]([CH:11]([C:12](=[O:13])[O:14][CH2:15][c:16]1[cH:17][n:18][cH:19][cH:20][cH:21]1)[OH:22])([CH3:32])[CH3:33].